Dataset: the Open Reaction Database (ORD), a public repository of structured organic reaction records. Task: describe an organic reaction: reactants, conditions, products, and yield Reactants: C1CCOC1, CC(C)[N-]C(C)C, COc1ccc(Cl)cc1C1=C(SCC2CO2)C(=O)NC2C=CC(C(F)(F)F)=CC12, [Li+]. Product: COc1ccc(Cl)cc1C1=C(SC=CCO)C(=O)NC2C=CC(C(F)(F)F)=CC12. RXN SMILES: [CH2:38]1[O:39][CH2:40][CH2:41][CH2:42]1.[CH:30]([N-:31][CH:32]([CH3:33])[CH3:34])([CH3:35])[CH3:36].[Cl:1][c:2]1[cH:3][cH:4][c:5]([O:28][CH3:29])[c:6]([C:8]2=[C:9]([S:23][CH2:24][CH:25]3[O:26][CH2:27]3)[C:10](=[O:22])[NH:11][CH:12]3[CH:13]=[CH:14][C:15]([C:18]([F:19])([F:20])[F:21])=[CH:16][CH:17]23)[cH:7]1.[Li+:37]>>[Cl:1][c:2]1[cH:3][cH:4][c:5]([O:28][CH3:29])[c:6]([C:8]2=[C:9]([S:23][CH:24]=[CH:25][CH2:27][OH:26])[C:10](=[O:22])[NH:11][CH:12]3[CH:13]=[CH:14][C:15]([C:18]([F:19])([F:20])[F:21])=[CH:16][CH:17]23)[cH:7]1. Reactants: C(C)(=O)C=1C(=C(N(C1C)C1=CC(=C(C=C1)O)C)C)C(C)=O (1-[4-acetyl-1-(4-hydroxy-3-methyl-phenyl)-2,5-dimethyl-1H-pyrrol-3-yl]-ethanone), NN (hydrazine), ice water. The solvent is C(C)O (ethanol). Conditions: time 1 hour. Product: CC1=C(C=CC(=C1)N1C(=C2C(=NN=C(C2=C1C)C)C)C)O (2-methyl-4-(1,4,5,7-tetramethyl-pyrrolo[3,4-d]pyridazin-6-yl)-phenol). RXN SMILES: [C:1]([C:4]1[C:5]([C:19](=O)[CH3:20])=[C:6]([CH3:18])[N:7]([C:10]2[CH:15]=[CH:14][C:13]([OH:16])=[C:12]([CH3:17])[CH:11]=2)[C:8]=1[CH3:9])(=O)[CH3:2].[NH2:22][NH2:23]>C(O)C>[CH3:17][C:12]1[CH:11]=[C:10]([N:7]2[C:8]([CH3:9])=[C:4]3[C:5]([C:19]([CH3:20])=[N:22][N:23]=[C:1]3[CH3:2])=[C:6]2[CH3:18])[CH:15]=[CH:14][C:13]=1[OH:16]. Procedure: To a solution of 1-[4-acetyl-1-(4-hydroxy-3-methyl-phenyl)-2,5-dimethyl-1H-pyrrol-3-yl]-ethanone (100 mg, 0.32 mmol) in ethanol (5 mL) was added hydrazine (20 μL). After stirring at rt for 1 h, the reaction mixture was poured into ice water (25 mL). The resulting precipitate was filtered, washed with diethyl ether (20 mL), and then dried under vacuum to afford 2-methyl-4-(1,4,5,7-tetramethyl-pyrrolo[3,4-d]pyridazin-6-yl)-phenol as a pale yellow solid: 1H NMR (CD3OD, 500 MHz) δ 7.09 (d, 1H), 7.03... Reactants: COC(=O)C(=CO)c1cc(Cl)ccc1Oc1ccccc1, CCCCCC, Cc1ccccc1, O. Yields the product COC(=O)C1=Cc2ccccc2Oc2ccc(Cl)cc21. RXN SMILES: [CH3:1][O:2][C:3]([C:4](=[CH:5][OH:6])[c:7]1[c:8]([O:14][c:15]2[cH:16][cH:17][cH:18][cH:19][cH:20]2)[cH:9][cH:10][c:11]([Cl:13])[cH:12]1)=[O:21].[CH3:22][CH2:23][CH2:24][CH2:25][CH2:26][CH3:27].[CH3:28][c:29]1[cH:30][cH:31][cH:32][cH:33][cH:34]1.[OH2:35]>>[CH3:1][O:2][C:3]([C:4]1=[CH:5][c:16]2[c:15]([cH:20][cH:19][cH:18][cH:17]2)[O:14][c:8]2[c:7]1[cH:12][c:11]([Cl:13])[cH:10][cH:9]2)=[O:21]. The reactants are C(CN)N (ethylenediamine), [N+](=O)([O-])[O-].[K+] (potassium nitrate), [N+](=O)(O)[O-] (nitric acid), [N+](=O)([O-])[O-].[NH4+] (ammonium nitrate). Yields the product [N+](=O)(O)[O-].[N+](=O)(O)[O-].C(CN)N (ethylenediamine dinitrate). RXN SMILES: [CH2:1]([NH2:4])[CH2:2][NH2:3].[N+:5]([O-:8])([OH:7])=[O:6].[N+:9]([O-:12])([O-:11])=[O:10].[NH4+].[N+]([O-])([O-])=O.[K+]>>[N+:5]([O-:8])([OH:7])=[O:6].[N+:9]([O-:12])([OH:11])=[O:10].[CH2:1]([NH2:4])[CH2:2][NH2:3] |f:2.3,4.5,6.7.8|. Procedure details: A process for preparing a composition according to claim 1, which comprises slowly adding ethylenediamine to a mixture including aqueous nitric acid, ammonium nitrate and potassium nitrate, to form ethylenediamine dinitrate, adding nitroguanidine and removing water from the composition by distillation. Reactants: N#Cc1ccc(C(=O)O)cc1, CO. Yields the product NCc1ccc(C(=O)O)cc1. RXN SMILES: [C:1](#[N:2])[c:3]1[cH:4][cH:5][c:6]([C:7](=[O:8])[OH:9])[cH:10][cH:11]1.[CH3:12][OH:13]>>[CH2:1]([NH2:2])[c:3]1[cH:4][cH:5][c:6]([C:7](=[O:8])[OH:9])[cH:10][cH:11]1. Starting materials: CC(=O)O, ClCCl, [K+], [K+], O=[Cr](=O)([O-])O[Cr](=O)(=O)[O-], CCC(O)CNC(=O)C1OC(OC)C2OC(C)(C)OC12. The product is CCC(=O)CNC(=O)C1OC(OC)C2OC(C)(C)OC12. As a reaction SMILES: [CH3:21][C:22](=[O:23])[OH:24].[Cl:36][CH2:37][Cl:38].[K+:25].[K+:26].[O-:27][Cr:28]([O:29][Cr:30](=[O:31])(=[O:32])[O-:33])(=[O:34])=[O:35].[OH:1][CH:2]([CH2:3][NH:4][C:5](=[O:6])[CH:7]1[O:8][CH:9]([O:17][CH3:18])[CH:10]2[O:11][C:12]([CH3:15])([CH3:16])[O:13][CH:14]12)[CH2:19][CH3:20]>>[O:1]=[C:2]([CH2:3][NH:4][C:5](=[O:6])[CH:7]1[O:8][CH:9]([O:17][CH3:18])[CH:10]2[O:11][C:12]([CH3:15])([CH3:16])[O:13][CH:14]12)[CH2:19][CH3:20]. Starting materials: ice water, [Cl-].[NH4+] (ammonium chloride), Grignard reagent, C(C)N(P(=O)([O-])Cl)CC (N,N-diethylamidochlorophosphate), Grignard reagent, BrC=1C=C(C=CC1)C (m-bromotoluene), [Mg] (magnesium). Solvent: C(C)OCC (diethyl ether). Reaction conditions: time 5 hour. The product is C1(=CC(=CC=C1)P(O)(=O)C=1C=C(C=CC1)C)C (di-(m-tolyl)phosphinic acid). Isolated yield 34.4%. RXN SMILES: Br[C:2]1[CH:3]=[C:4]([CH3:8])[CH:5]=[CH:6][CH:7]=1.[Mg].C(N(CC)[P:13](Cl)([O-:15])=[O:14])C.[Cl-].[NH4+]>C(OCC)C>[C:4]1([CH3:8])[CH:5]=[CH:6][CH:7]=[C:2]([P:13]([C:2]2[CH:3]=[C:4]([CH3:8])[CH:5]=[CH:6][CH:7]=2)(=[O:14])[OH:15])[CH:3]=1 |f:3.4|. Reported procedure: In 250 ml of dehydrated diethyl ether, 102.6 g (0.6 mole) of m-bromotoluene was reacted with 15.3 g (0.64 mole) of metallic magnesium to prepare a Grignard reagent. To the resulting Grignard reagent was added dropwise 57 g (0.3 mole) of N,N-diethylamidochlorophosphate at 37° to 38° C. over a period of 2 hours. After the reaction mixture was heated at reflux for 4.5. hours, 400 ml of ice-water and 150 ml of saturated aqueous ammonium chloride were added thereto to decompose the salt. After liquid... The reactants are FC=1C=C(C=C(C1)F)/C=C/C(=O)C=1C=NC(=CC1)OC ((E)-3-(3,5-difluorophenyl)-1-(6-methoxypyridin-3-yl)prop-2-en-1-one), Cl (HCl). The solvent is O1CCOCC1 (1,4-dioxane). Yields the product FC=1C=C(C=C(C1)F)/C=C/C(=O)C=1C=CC(NC1)=O ((E)-5-(3-(3,5-Difluorophenyl)acryloyl)pyridin-2(1H)-one). As a reaction SMILES: [F:1][C:2]1[CH:3]=[C:4](/[CH:9]=[CH:10]/[C:11]([C:13]2[CH:14]=[N:15][C:16]([O:19]C)=[CH:17][CH:18]=2)=[O:12])[CH:5]=[C:6]([F:8])[CH:7]=1.Cl>O1CCOCC1>[F:8][C:6]1[CH:5]=[C:4](/[CH:9]=[CH:10]/[C:11]([C:13]2[CH:18]=[CH:17][C:16](=[O:19])[NH:15][CH:14]=2)=[O:12])[CH:3]=[C:2]([F:1])[CH:7]=1. Reported procedure: In analogy to example 162, step 2, (E)-3-(3,5-difluorophenyl)-1-(6-methoxypyridin-3-yl)prop-2-en-1-one was reacted with concentrated aqueous HCl in 1,4-dioxane to give the title compound as a colourless solid, MS (ESI+): m/z=262.1 [M+H]+.